From a dataset of the Open Reaction Database (ORD), a public repository of structured organic reaction records. describe an organic reaction: reactants, conditions, products, and yield Reactants: CN1C2=NC(=NC(=C2N=C1CN1CCC(CC1)C(C)(C)O)N1CCOCC1)[Sn](CCCC)(CCCC)CCCC (2-(1-((9-Methyl-6-morpholino-2-(tributylstannyl)-9H-purin-8-yl)methyl)piperidin-4-yl)propan-2-ol), BrC1=C2C=CNC2=CC=N1 (4-bromo-5-azaindole). The product is CN1C2=NC(=NC(=C2N=C1CN1CCC(CC1)C(C)(C)O)N1CCOCC1)C1=NC=CC2=C1C=CN2 (2-(1-((9-methyl-6-morpholino-2-(1H-pyrrolo[3,2-c]pyridin-4-yl)-9H-purin-8-yl)methyl)piperidin-4-yl)propan-2-ol). Reaction SMILES: [CH3:1][N:2]1[C:10]([CH2:11][N:12]2[CH2:17][CH2:16][CH:15]([C:18]([OH:21])([CH3:20])[CH3:19])[CH2:14][CH2:13]2)=[N:9][C:8]2[C:3]1=[N:4][C:5]([Sn](CCCC)(CCCC)CCCC)=[N:6][C:7]=2[N:22]1[CH2:27][CH2:26][O:25][CH2:24][CH2:23]1.Br[C:42]1[N:50]=[CH:49][CH:48]=[C:47]2[C:43]=1[CH:44]=[CH:45][NH:46]2>>[CH3:1][N:2]1[C:10]([CH2:11][N:12]2[CH2:17][CH2:16][CH:15]([C:18]([OH:21])([CH3:20])[CH3:19])[CH2:14][CH2:13]2)=[N:9][C:8]2[C:3]1=[N:4][C:5]([C:42]1[C:43]3[CH:44]=[CH:45][NH:46][C:47]=3[CH:48]=[CH:49][N:50]=1)=[N:6][C:7]=2[N:22]1[CH2:27][CH2:26][O:25][CH2:24][CH2:23]1. Procedure details: 2-(1-((9-Methyl-6-morpholino-2-(tributylstannyl)-9H-purin-8-yl)methyl)piperidin-4-yl)propan-2-ol (150 mg) was reacted with 4-bromo-5-azaindole via General Procedure G to afford 119 (20 mg) following reverse phase purification. MS (Q1) 491.2 (M)+. 1H NMR (400 MHz, MeOD) δ 8.31 (d, 1H), 7.51 (d, 1H), 7.45 (d, 1H), 7.34 (d, 1H), 4.39 (s, 4H), 4.03-3.69 (m, 10H), 3.31 (d, 5H), 3.01 (d, 2H), 2.10 (t, 2H), 2.03 (s, 2H), 1.75 (d, 2H), 1.53-1.22 (m, 4H), 1.13 (s, 6H) Starting materials: CS(=O)(=O)O, COc1cccc(CCc2ccccc2C(=O)O)c1. Yields the product COc1ccc2c(c1)CCc1ccccc1C2=O. RXN SMILES: [CH3:1][S:2]([OH:3])(=[O:4])=[O:5].[CH3:6][O:7][c:8]1[cH:9][c:10]([CH2:14][CH2:15][c:16]2[c:17]([C:18](=[O:19])[OH:20])[cH:21][cH:22][cH:23][cH:24]2)[cH:11][cH:12][cH:13]1>>[CH3:6][O:7][c:8]1[cH:9][c:10]2[c:11]([cH:12][cH:13]1)[C:18](=[O:20])[c:17]1[c:16]([cH:24][cH:23][cH:22][cH:21]1)[CH2:15][CH2:14]2.